From a dataset of the Open Reaction Database (ORD), a public repository of structured organic reaction records. describe an organic reaction: reactants, conditions, products, and yield Yield: 76.0%. Procedure: Step BE (1). (1S,3R)-3-(Allyloxy)-6-bromo-2,3-dihydro-1H-inden-1-amine from Step Z(1) was reacted with tert-butyl (S)-2-(3,5-difluorophenyl)-1-((S)-oxiran-2-yl)ethylcarbamate following a procedure analogous to Step AW (1) to afford 1.5 g (76% yield) of tert-butyl (2S,3R)-4-((1S,3R)-3-(allyloxy)-6-bromo-2,3-dihydro-1H-inden-1-ylamino)-1-(3,5-difluorophenyl)-3-hydroxybutan-2-ylcarbamate. LC-MS (M+H)+ 568.97. 1H NMR (300 MHz, CDCl3) δ ppm 1.35 (s, 9H) 1.79-1.90 (m, 2H) 2.64-2.82 (m, 4H) 3.03 (dd, J... Starting materials: C(C=C)O[C@@H]1C[C@@H](C2=CC(=CC=C12)Br)N ((1S,3R)-3-(Allyloxy)-6-bromo-2,3-dihydro-1H-inden-1-amine), FC=1C=C(C=C(C1)F)C[C@@H]([C@@H]1OC1)NC(OC(C)(C)C)=O (tert-butyl (S)-2-(3,5-difluorophenyl)-1-((S)-oxiran-2-yl)ethylcarbamate), C(C=C)O[C@@H]1C[C@@H](C2=CC(=CC=C12)OCCC)N ((1S,3R)-3-(allyloxy)-6-propoxy-2,3-dihydro-1H-inden-1-amine), C(C=C)O[C@@H]1C[C@@H](C2=CC(=CC=C12)OCCC)N ((1S,3R)-3-(allyloxy)-6-propoxy-2,3-dihydro-1H-inden-1-amine). RXN SMILES: C(O[C@H]1C2C(=CC(OCCC)=CC=2)[C@@H](N)C1)C=C.[CH2:19]([O:22][C@H:23]1[C:31]2[C:26](=[CH:27][C:28]([Br:32])=[CH:29][CH:30]=2)[C@@H:25]([NH2:33])[CH2:24]1)[CH:20]=[CH2:21].[F:34][C:35]1[CH:36]=[C:37]([CH2:42][C@H:43]([NH:47][C:48](=[O:54])[O:49][C:50]([CH3:53])([CH3:52])[CH3:51])[C@H:44]2[CH2:46][O:45]2)[CH:38]=[C:39]([F:41])[CH:40]=1>>[CH2:19]([O:22][C@H:23]1[C:31]2[C:26](=[CH:27][C:28]([Br:32])=[CH:29][CH:30]=2)[C@@H:25]([NH:33][CH2:46][C@@H:44]([OH:45])[C@@H:43]([NH:47][C:48](=[O:54])[O:49][C:50]([CH3:52])([CH3:51])[CH3:53])[CH2:42][C:37]2[CH:36]=[C:35]([F:34])[CH:40]=[C:39]([F:41])[CH:38]=2)[CH2:24]1)[CH:20]=[CH2:21]. The product is C(C=C)O[C@@H]1C[C@@H](C2=CC(=CC=C12)Br)NC[C@H]([C@H](CC1=CC(=CC(=C1)F)F)NC(OC(C)(C)C)=O)O (tert-butyl (2S,3R)-4-((1S,3R)-3-(allyloxy)-6-bromo-2,3-dihydro-1H-inden-1-ylamino)-1-(3,5-difluorophenyl)-3-hydroxybutan-2-ylcarbamate). Reactants: N(=O)[O-].[Na+] (sodium nitrite), Cl (hydrochloric acid), CC(=O)C=1C=CC(=CC1)O (4-hydroxyacetophenone). Solvent: O (water). The product is OC1=CC=C(C=C1)C(=O)C=O (4-hydroxyphenylglyoxal). As a reaction SMILES: N([O-])=[O:2].[Na+].Cl.[CH3:6][C:7]([C:9]1[CH:10]=[CH:11][C:12]([OH:15])=[CH:13][CH:14]=1)=[O:8]>O>[OH:15][C:12]1[CH:13]=[CH:14][C:9]([C:7]([CH:6]=[O:2])=[O:8])=[CH:10][CH:11]=1 |f:0.1|. Procedure details: adding sodium nitrite and hydrochloric acid to a solution of 4-hydroxyacetophenone in water to form 4-hydroxyphenylglyoxal; The reactants are ice water, BrC=1C=C(N)C=CC1 (3-bromoaniline), ClC=1SC(=C(N1)Cl)[N+](=O)[O-] (2,4-dichloro-5-nitrothiazole). The solvent is CN(C=O)C (dimethylformamide), CN(C=O)C (dimethylformamide). Reaction conditions: time 4 hour. The product is BrC=1C=C(C=CC1)NC=1SC(=C(N1)Cl)[N+](=O)[O-] (2-(3-bromophenylamino)-4-chloro-5-nitrothiazole). Isolated yield 95.6%. RXN SMILES: [Br:1][C:2]1[CH:3]=[C:4]([CH:6]=[CH:7][CH:8]=1)[NH2:5].Cl[C:10]1[S:11][C:12]([N+:16]([O-:18])=[O:17])=[C:13]([Cl:15])[N:14]=1>CN(C)C=O>[Br:1][C:2]1[CH:3]=[C:4]([NH:5][C:10]2[S:11][C:12]([N+:16]([O-:18])=[O:17])=[C:13]([Cl:15])[N:14]=2)[CH:6]=[CH:7][CH:8]=1. Procedure: A solution of 8.6 g (0.05 mol) of 3-bromoaniline in 100 ml of dimethylformamide is added dropwise to a solution of 12.0 g (0.06 mol) of 2,4-dichloro-5-nitrothiazole in 100 ml of dimethylformamide at 0° C. to 5° C. in the course of about 2 hours and the mixture is subsequently stirred at the same temperature for a further 4 hours. It is then stirred into 1,000 ml of ice-water and the precipitate is filtered off, washed with water and dried. To remove excess 2,4-dichloro-5-nitrothiazole, the produ... Reactants: FC(C1=NC(=CC(=C1C(=O)OCC)O)C(F)(F)F)(F)F (Ethyl 2,6-bis(trifluoromethyl)-4-hydroxy-3-pyridinecarboxylate), FC(C1=NC(=CC(=C1C(=O)OCC)O)C(F)(F)F)(F)F (Ethyl 2,6-bis(trifluoromethyl)-4-hydroxy-3-pyridinecarboxylate), [OH-].[Na+] (sodium hydroxide), CO (methanol). Solvent: C(C)(=O)OCC (ethyl acetate), Cl (hydrochloric acid). The product is OC1=C(C(=NC(=C1)C(F)(F)F)C(F)(F)F)C(=O)O (4-Hydroxy-2,6-bis(trifluoromethyl)-3-pyridinecarboxylic acid). Isolated yield 95.5%. Reaction SMILES: [F:1][C:2]([F:20])([F:19])[C:3]1[C:8]([C:9]([O:11]CC)=[O:10])=[C:7]([OH:14])[CH:6]=[C:5]([C:15]([F:18])([F:17])[F:16])[N:4]=1.[OH-].[Na+].CO>C(OCC)(=O)C.Cl>[OH:14][C:7]1[CH:6]=[C:5]([C:15]([F:16])([F:17])[F:18])[N:4]=[C:3]([C:2]([F:20])([F:1])[F:19])[C:8]=1[C:9]([OH:11])=[O:10] |f:1.2|. Reported procedure: A solution of ethyl 2,6-bis(trifluoromethyl)-4-hydroxy-3-pyridinecarboxylate (product of Example 3, 15 g, 0.0495 mol) in 5% aqueous sodium hydroxide (60 ml, 0.148 mol) was refluxed for 3 hours. The reaction was complete as judged by TLC (10% methanol in ethyl acetate). The mixture was then poured into a mixture of ice in concentrated aqueous hydrochloric acid and extracted with ethyl acetate. The ethyl acetate solution was dried over magnesium sulfate, and concentrated to give a light brown soli... Starting materials: O=C([O-])[O-], NC(=O)C1(OC(=O)OCc2ccccc2)C(=O)N(Cc2ccc(Cl)c(Cl)c2)c2c(F)cccc21, Cc1ccccc1, [K+], [K+]. The product is O=C1NC(=O)C2(O1)C(=O)N(Cc1ccc(Cl)c(Cl)c1)c1c(F)cccc12. As a reaction SMILES: [C:1](=[O:2])([O-:3])[O-:4].[CH2:7]([O:8][C:15](=[O:16])[O:17][C:18]1([C:38](=[O:39])[NH2:40])[C:19](=[O:37])[N:20]([CH2:28][c:29]2[cH:30][c:31]([Cl:36])[c:32]([Cl:35])[cH:33][cH:34]2)[c:21]2[c:22]([F:27])[cH:23][cH:24][cH:25][c:26]21)[c:9]1[cH:10][cH:11][cH:12][cH:13][cH:14]1.[CH3:41][c:42]1[cH:43][cH:44][cH:45][cH:46][cH:47]1.[K+:5].[K+:6]>>[C:15]1(=[O:16])[O:17][C:18]2([C:19](=[O:37])[N:20]([CH2:28][c:29]3[cH:30][c:31]([Cl:36])[c:32]([Cl:35])[cH:33][cH:34]3)[c:21]3[c:22]([F:27])[cH:23][cH:24][cH:25][c:26]32)[C:38](=[O:39])[NH:40]1. The reactants are COCCCCC1(CCC2(OCCO2)CC1)N(C)C ([8-(4-Methoxy-butyl)-1,4-dioxa-spiro[4.5]dec-8-yl]-dimethyl-amine), Cl (HCl). Product: CN(C1(CCC(CC1)=O)CCCCOC)C (4-Dimethylamino-4-(4-methoxy-butyl)-cyclohexanone). Procedure: [8-(4-Methoxy-butyl)-1,4-dioxa-spiro[4.5]dec-8-yl]-dimethyl-amine (C-3) (6.44 g, 23.7 mmol) was dissolved in water (9.3 ml); conc. HCl (14.6 ml) was added, and the mixture was stirred for 4 d at room temperature. The reaction mixture was washed with ether (2×50 ml). Then the solution was rendered alkaline with 5N NaOH and extracted with dichloromethane (3×50 ml). The combined organic phases were washed with water (50 ml), dried over Na2SO4 and filtered, and the solvent was removed in vacuo. RXN SMILES: [CH3:1][O:2][CH2:3][CH2:4][CH2:5][CH2:6][C:7]1([N:17]([CH3:19])[CH3:18])[CH2:16][CH2:15][C:10]2(OCC[O:11]2)[CH2:9][CH2:8]1.Cl>O>[CH3:19][N:17]([CH3:18])[C:7]1([CH2:6][CH2:5][CH2:4][CH2:3][O:2][CH3:1])[CH2:8][CH2:9][C:10](=[O:11])[CH2:15][CH2:16]1. Run at time 4 day. Solvent: O (water). Starting materials: CN1CCN(c2ccc(C(=O)O)cc2)CC1, Cl, Cl, Cl, NC1CCC(CCN2CCN(c3nccc4c3CCO4)CC2)CC1. The product is CN1CCN(c2ccc(C(=O)NC3CCC(CCN4CCN(c5nccc6c5CCO6)CC4)CC3)cc2)CC1. As a reaction SMILES: [CH3:28][N:29]1[CH2:30][CH2:31][N:32]([c:35]2[cH:36][cH:37][c:38]([C:39](=[O:40])[OH:41])[cH:42][cH:43]2)[CH2:33][CH2:34]1.[ClH:1].[ClH:2].[ClH:3].[O:4]1[CH2:5][CH2:6][c:7]2[c:8]([N:13]3[CH2:14][CH2:15][N:16]([CH2:19][CH2:20][CH:21]4[CH2:22][CH2:23][CH:24]([NH2:27])[CH2:25][CH2:26]4)[CH2:17][CH2:18]3)[n:9][cH:10][cH:11][c:12]21>>[O:4]1[CH2:5][CH2:6][c:7]2[c:8]([N:13]3[CH2:14][CH2:15][N:16]([CH2:19][CH2:20][CH:21]4[CH2:22][CH2:23][CH:24]([NH:27][C:39]([c:38]5[cH:37][cH:36][c:35]([N:32]6[CH2:31][CH2:30][N:29]([CH3:28])[CH2:34][CH2:33]6)[cH:43][cH:42]5)=[O:40])[CH2:25][CH2:26]4)[CH2:17][CH2:18]3)[n:9][cH:10][cH:11][c:12]21. Reactants: CC1(C)Oc2ccc(C#N)cc2C2OC21, O=c1[nH]oc2ccc(Cl)cc12. The product is CC1(C)Oc2ccc(C#N)cc2C(Oc2noc3ccc(Cl)cc23)C1O. As a reaction SMILES: [CH3:1][C:2]1([CH3:15])[CH:3]2[CH:4]([c:5]3[cH:6][c:7]([C:12]#[N:13])[cH:8][cH:9][c:10]3[O:11]1)[O:14]2.[Cl:16][c:17]1[cH:18][cH:19][c:20]2[c:21]([c:22](=[O:25])[nH:23][o:24]2)[cH:26]1>>[CH3:1][C:2]1([CH3:15])[CH:3]([OH:14])[CH:4]([O:25][c:22]2[c:21]3[c:20]([cH:19][cH:18][c:17]([Cl:16])[cH:26]3)[o:24][n:23]2)[c:5]2[cH:6][c:7]([C:12]#[N:13])[cH:8][cH:9][c:10]2[O:11]1. Reactants: CN (methylamine), ClC1=NC(=NC(=C1C#N)Cl)NCC (4,6-dichloro-2-ethylamino-5-pyrimidinecarbonitrile), C(C)(C)N (isopropylamine). Product: ClC1=NC(=NC(=C1C#N)NC)NC(C)C (4-chloro-2-isopropylamino-6-methylamino-5-pyrimidinecarbonitrile). RXN SMILES: [CH3:1]N.Cl[C:4]1[C:9]([C:10]#[N:11])=[C:8]([Cl:12])[N:7]=[C:6]([NH:13][CH2:14][CH3:15])[N:5]=1.[CH:16]([NH2:19])(C)C>>[Cl:12][C:8]1[C:9]([C:10]#[N:11])=[C:4]([NH:19][CH3:16])[N:5]=[C:6]([NH:13][CH:14]([CH3:15])[CH3:1])[N:7]=1. Reported procedure: This compound was prepared in the manner of Example XVII, substituting 4,6-dichloro-2-isopropylamino-5-pyrimidinecarbonitrile and aqueous 40% methylamine for 4,6-dichloro-2-ethylamino-5-pyrimidinecarbonitrile and isopropylamine. The reaction product was recrystallized from methylcyclohexane to give 4-chloro-2-isopropylamino-6-methylamino-5-pyrimidinecarbonitrile; mp, 170°-173°.